Dataset: the Open Reaction Database (ORD), a public repository of structured organic reaction records. Task: describe an organic reaction: reactants, conditions, products, and yield Reactants: C1CCOC1, CCOC(C)=O, [K+], [K+], N#CBr, CC(N)(CO)CCc1ccccc1Cl, O=C([O-])[O-], O. Product: CC1(CCc2ccccc2Cl)COC(N)=N1. RXN SMILES: [CH2:25]1[O:26][CH2:27][CH2:28][CH2:29]1.[CH3:30][CH2:31][O:32][C:33](=[O:34])[CH3:35].[K+:15].[K+:16].[N:21]#[C:22][Br:23].[NH2:1][C:2]([CH2:3][OH:4])([CH2:5][CH2:6][c:7]1[c:8]([Cl:13])[cH:9][cH:10][cH:11][cH:12]1)[CH3:14].[O-:17][C:18]([O-:19])=[O:20].[OH2:24]>>[N:1]1=[C:22]([NH2:21])[O:4][CH2:3][C:2]1([CH2:5][CH2:6][c:7]1[c:8]([Cl:13])[cH:9][cH:10][cH:11][cH:12]1)[CH3:14]. Starting materials: N1=CC=CC=C1 (pyridine), COC(CNCC=1SC=CC1)OC (2,2-Dimethoxy-N-(thiophen-2-ylmethyl)ethanamine), C1(=CC=C(C=C1)S(=O)(=O)Cl)C (para-toluenesulfonyl chloride). Run in ClCCl (dichloromethane). Reaction conditions: temperature 0 celsius, time 4 hour. Yields the product COC(CN(S(=O)(=O)C1=CC=C(C=C1)C)CC=1SC=CC1)OC (N-(2,2-Dimethoxyethyl)-4-methyl-N-(thiophen-2-ylmethyl)benzenesulfonamide). Isolated yield 86.7%. As a reaction SMILES: [CH3:1][O:2][CH:3]([O:12][CH3:13])[CH2:4][NH:5][CH2:6][C:7]1[S:8][CH:9]=[CH:10][CH:11]=1.N1C=CC=CC=1.[C:20]1([CH3:30])[CH:25]=[CH:24][C:23]([S:26](Cl)(=[O:28])=[O:27])=[CH:22][CH:21]=1>ClCCl>[CH3:1][O:2][CH:3]([O:12][CH3:13])[CH2:4][N:5]([CH2:6][C:7]1[S:8][CH:9]=[CH:10][CH:11]=1)[S:26]([C:23]1[CH:24]=[CH:25][C:20]([CH3:30])=[CH:21][CH:22]=1)(=[O:28])=[O:27]. Reported procedure: 2,2-Dimethoxy-N-(thiophen-2-ylmethyl)ethanamine (5 g, 24 mmol) was dissolved in anhydrous dichloromethane and pyridine (5.82 mL, 72 mmol) was added to the reaction. The mixture was cooled down to 0° C. and was treated with para-toluenesulfonyl chloride (5.6 g, 29 mmol) added portionwise. The reaction was allowed to stir at 0° C. for 4 h and was then washed 3 times with 1 N HCl, water and a saturated solution of sodium bicarbonate. The organic layer was dried with sodium sulfate. Purification by ...